From a dataset of the Open Reaction Database (ORD), a public repository of structured organic reaction records. describe an organic reaction: reactants, conditions, products, and yield The reactants are C(C1=CC=CC=C1)(C1=CC=CC=C1)O.FC(C=1C=C(C=C(C1)C(F)(F)F)S(=O)(=O)NC1=C(OC2=C(C(=O)[O-])C=CC=C2)C=CC(=C1)C(F)(F)F)(F)F (Benzhydrol 2-[2-[3,5-bis(trifluoromethyl)phenylsulfonamido]-4-trifluoromethylphenoxy]benzoate). The reagents and catalysts are [Pd] (palladium on carbon). Solvent: C(C)(=O)OCC (ethyl acetate). Yields the product FC(C=1C=C(C=C(C1)C(F)(F)F)S(=O)(=O)NC1=C(OC2=C(C(=O)O)C=CC=C2)C=CC(=C1)C(F)(F)F)(F)F (2-[2-[3,5-Bis (trifluoromethyl)phenylsulfonamido]-4-trifluoromethylphenoxy]benzoic acid). Reaction SMILES: C(O)(C1C=CC=CC=1)C1C=CC=CC=1.[F:15][C:16]([F:52])([F:51])[C:17]1[CH:18]=[C:19]([S:27]([NH:30][C:31]2[CH:46]=[C:45]([C:47]([F:50])([F:49])[F:48])[CH:44]=[CH:43][C:32]=2[O:33][C:34]2[CH:42]=[CH:41][CH:40]=[CH:39][C:35]=2[C:36]([O-:38])=[O:37])(=[O:29])=[O:28])[CH:20]=[C:21]([C:23]([F:26])([F:25])[F:24])[CH:22]=1>C(OCC)(=O)C.[Pd]>[F:51][C:16]([F:15])([F:52])[C:17]1[CH:18]=[C:19]([S:27]([NH:30][C:31]2[CH:46]=[C:45]([C:47]([F:50])([F:49])[F:48])[CH:44]=[CH:43][C:32]=2[O:33][C:34]2[CH:42]=[CH:41][CH:40]=[CH:39][C:35]=2[C:36]([OH:38])=[O:37])(=[O:28])=[O:29])[CH:20]=[C:21]([C:23]([F:24])([F:25])[F:26])[CH:22]=1 |f:0.1|. Procedure: Benzhydrol 2-[2-[3,5-bis(trifluoromethyl)phenylsulfonamido]-4-trifluoromethylphenoxy]benzoate (3.7 g, 5 mmol) was dissolved in ethyl acetate (125 mL) and was hydrogenated for 0.75 hour at 50 psi over 10% palladium on carbon (0.5 g). The catalyst was filtered off and the solvent evaporated to give the crude product which was purified by flash chromatography (silica gel, ethyl acetate/hexane/formic acid). Recrystallization from ethyl acetate/hexane gave the title compound as a white crystalline so... Yields the product CC(C)Oc1ccc(-c2noc(-c3cccc4c3CCN(CC(=O)O)C4)n2)cc1Cl. Starting materials: CC(C)[SiH](C(C)C)C(C)C, CC(C)Oc1ccc(-c2noc(-c3cccc4c3CCN(CC(=O)OC(C)(C)C)C4)n2)cc1Cl, ClCCl, O=C(O)C(F)(F)F. RXN SMILES: [CH:35]([SiH:36]([CH:37]([CH3:38])[CH3:39])[CH:40]([CH3:41])[CH3:42])([CH3:43])[CH3:44].[Cl:1][c:2]1[cH:3][c:4](-[c:12]2[n:13][o:14][c:15](-[c:17]3[c:18]4[c:23]([cH:24][cH:25][cH:26]3)[CH2:22][N:21]([CH2:27][C:28](=[O:29])[O:30][C:31]([CH3:32])([CH3:33])[CH3:34])[CH2:20][CH2:19]4)[n:16]2)[cH:5][cH:6][c:7]1[O:8][CH:9]([CH3:10])[CH3:11].[Cl:52][CH2:53][Cl:54].[F:45][C:46]([F:47])([F:48])[C:49]([OH:50])=[O:51]>>[Cl:1][c:2]1[cH:3][c:4](-[c:12]2[n:13][o:14][c:15](-[c:17]3[c:18]4[c:23]([cH:24][cH:25][cH:26]3)[CH2:22][N:21]([CH2:27][C:28](=[O:29])[OH:30])[CH2:20][CH2:19]4)[n:16]2)[cH:5][cH:6][c:7]1[O:8][CH:9]([CH3:10])[CH3:11]. Starting materials: O=C(O)C1CCc2ccccc2C1, CCC(OC)OC, CO. Yields the product COC(=O)C1CCc2ccccc2C1. As a reaction SMILES: [CH2:1]1[CH:2]([C:11](=[O:12])[OH:13])[CH2:3][CH2:4][c:5]2[cH:6][cH:7][cH:8][cH:9][c:10]21.[CH3:14][O:15][CH:16]([O:17][CH3:18])[CH2:19][CH3:20].[CH3:21][OH:22]>>[CH2:1]1[CH:2]([C:11](=[O:12])[O:13][CH3:14])[CH2:3][CH2:4][c:5]2[cH:6][cH:7][cH:8][cH:9][c:10]21.